Dataset: the Open Reaction Database (ORD), a public repository of structured organic reaction records. Task: describe an organic reaction: reactants, conditions, products, and yield Starting materials: FC1=CC=C(N)C=C1 (4-fluoroaniline), COCCBr (2-bromoethyl methyl ether), C([O-])([O-])=O.[Na+].[Na+] (sodium carbonate), CN(C)C=O (DMF). Solvent: O (water). Reaction conditions: temperature 80 celsius, time 8 hour. Product: FC1=CC=C(C=C1)NCCOC (4-fluoro-N-(2-methoxyethyl)benzenamine). As a reaction SMILES: [F:1][C:2]1[CH:8]=[CH:7][C:5]([NH2:6])=[CH:4][CH:3]=1.[CH3:9][O:10][CH2:11][CH2:12]Br.C(=O)([O-])[O-].[Na+].[Na+].CN(C=O)C>O>[F:1][C:2]1[CH:8]=[CH:7][C:5]([NH:6][CH2:12][CH2:11][O:10][CH3:9])=[CH:4][CH:3]=1 |f:2.3.4|. Procedure: To a 50 mL round-bottomed flask was added 4-fluoroaniline (383 μL, 3971 μmol, Aldrich), 2-bromoethyl methyl ether (552 μL, 3971 μmol, Aldrich), sodium carbonate (667 mg, 7943 μmol), DMF (2 mL). The reaction mixture was stirred at 80° C. for overnight (ca 17 h). The mixture was cooled down to RT. The reaction mixture was diluted with water (30 mL) and extracted with EtOAc (2×40 mL). The organic extract was washed with water (20 mL), saturated NaCl (20 mL), dried over Na2SO4, filtered and concentr... Starting materials: solution, C[Mg]Br (methylmagnesium bromide), C1(=CC=CC=C1)C (toluene), CC(=O)C=1C=CC=C(C1)O (3-hydroxyacetophenone), [Cl-].[NH4+] (ammonium chloride). Solvent: O1CCCC1 (tetrahydrofuran), O1CCCC1 (tetrahydrofuran), O (water). Run at temperature 70 celsius, time 1 hour. The product is OC=1C=C(C=CC1)C(O)(C)C (3-hydroxyphenyldimethylcarbinol). Reaction SMILES: [CH3:1][C:2]([C:4]1[CH:5]=[CH:6][CH:7]=[C:8]([OH:10])[CH:9]=1)=[O:3].[CH3:11][Mg]Br.C1(C)C=CC=CC=1.[Cl-].[NH4+]>O1CCCC1.O>[OH:10][C:8]1[CH:9]=[C:4]([C:2]([CH3:11])([CH3:1])[OH:3])[CH:5]=[CH:6][CH:7]=1 |f:3.4|. Reported procedure: To a solution of 1088 grams (8 moles) of 3-hydroxyacetophenone in 13.25 liters of tetrahydrofuran was added in a nitrogen atmosphere, over 40 minutes, a solution of 10,000 grams (20 moles) of a commercially prepared 2 M solution of methylmagnesium bromide in a mixture of equal weights of tetrahydrofuran and toluene. The mixture was stirred with a turbine stirrer during the addition. Stirring was continued as the mixture was heated under reflux (70° C.) for three hours. A solution of 5.6 liters o... Reactants: ClC1=C(C(=NC2=CC(=CC(=C12)F)F)N1C(CCC1)=O)C (1-(4-chloro-5,7-difluoro-3-methylquinolin-2-yl)pyrrolidin-2-one), O1CCN(CC1)C1=NC=C(C=C1N)N1CCOCC1 (2,5-dimorpholinopyridin-3-amine). Run in C1(=CC=CC=C1)C (toluene). Yields the product N1(CCOCC1)C1=NC=C(C=C1NC1=C(C(=NC2=CC(=CC(=C12)F)F)N1C(CCC1)=O)C)N1CCOCC1 (1-(4-((2,5-di-4-morpholinyl-3-pyridinyl)-amino)-5,7-difluoro-3-methyl-2-quinolinyl)-2-pyrrolidinone). RXN SMILES: Cl[C:2]1[C:11]2[C:6](=[CH:7][C:8]([F:13])=[CH:9][C:10]=2[F:12])[N:5]=[C:4]([N:14]2[CH2:18][CH2:17][CH2:16][C:15]2=[O:19])[C:3]=1[CH3:20].[O:21]1[CH2:26][CH2:25][N:24]([C:27]2[C:32]([NH2:33])=[CH:31][C:30]([N:34]3[CH2:39][CH2:38][O:37][CH2:36][CH2:35]3)=[CH:29][N:28]=2)[CH2:23][CH2:22]1>C1(C)C=CC=CC=1>[N:24]1([C:27]2[C:32]([NH:33][C:2]3[C:11]4[C:6](=[CH:7][C:8]([F:13])=[CH:9][C:10]=4[F:12])[N:5]=[C:4]([N:14]4[CH2:18][CH2:17][CH2:16][C:15]4=[O:19])[C:3]=3[CH3:20])=[CH:31][C:30]([N:34]3[CH2:35][CH2:36][O:37][CH2:38][CH2:39]3)=[CH:29][N:28]=2)[CH2:23][CH2:22][O:21][CH2:26][CH2:25]1. Procedure: Prepared according to Procedure H using 1-(4-chloro-5,7-difluoro-3-methylquinolin-2-yl)pyrrolidin-2-one (35.0 mg, 0.120 mmol) and 2,5-dimorpholinopyridin-3-amine in toluene to give 1-(4-((2,5-di-4-morpholinyl-3-pyridinyl)-amino)-5,7-difluoro-3-methyl-2-quinolinyl)-2-pyrrolidinone. 1H NMR (400 MHz, chloroform-d) δ ppm 8.09 (1H, d, J=13.5 Hz), 7.65 (1H, d, J=2.7 Hz), 7.42 (1H, ddd, J=9.6, 2.5, 1.4 Hz), 6.97 (1H, ddd, J=13.7, 8.6, 2.5 Hz), 6.62 (1H, d, J=2.5 Hz), 4.51 (1H, br. s.), 3.92 (4H, br. s.... Starting materials: ClC1=CC=C(C=C1)C(=O)C(=O)C1=CC=CC=C1 (4-chlorobenzil), NN (hydrazine). Run in C(C)O (ethanol). Yields the product ClC1=CC=C(C=C1)C(C(O)C1=CC=CC=C1)=NN (4-chlorobenzoin hydrazone). Isolated yield 62.8%. As a reaction SMILES: [Cl:1][C:2]1[CH:7]=[CH:6][C:5]([C:8]([C:10]([C:12]2[CH:17]=[CH:16][CH:15]=[CH:14][CH:13]=2)=[O:11])=O)=[CH:4][CH:3]=1.[NH2:18][NH2:19]>C(O)C>[Cl:1][C:2]1[CH:7]=[CH:6][C:5]([C:8](=[N:18][NH2:19])[CH:10]([C:12]2[CH:17]=[CH:16][CH:15]=[CH:14][CH:13]=2)[OH:11])=[CH:4][CH:3]=1. Reported procedure: To a solution of 3.5 g 4-chlorobenzil in 15 ml ethanol is added 0.45 g anhydrous hydrazine. The solution is refluxed for 1 hour, filtered and water added to the cloud point, and allowed to crystallize yielding 2.3 g of 4-chlorobenzoin hydrazone.